This data is from the Open Reaction Database (ORD), a public repository of structured organic reaction records. The task is: describe an organic reaction: reactants, conditions, products, and yield Reactants: C1(=CC=CC=C1)P(C1=CC=CC=C1)C1=CC=CC=C1 (triphenylphosphine), C(Br)(Br)(Br)Br (carbon tetrabromide), C(C1=CC=CC=C1)OC1=CC=C(CCO)C=C1 (4-benzyloxy phenethyl alcohol). Isolated yield 73.4%. Yields the product C(C1=CC=CC=C1)OC1=CC=C(C=C1)CCBr (1-(Benzyloxy)-4-(2-bromoethyl)benzene). Solvent: ClCCl (dichloromethane). Procedure details: To a cooled (0° C.) solution of 3.00 g 4-benzyloxy phenethyl alcohol (13.1 mmol) in dichloromethane (132 mL) were added subsequently 5.17 g of triphenylphosphine (19.7 mmol) and 6.54 g carbon tetrabromide (19.7 mmol). The resulting mixture was stirred for 2 h at room temperature and was then evaporated. The residue was triturated with diethyl ether at −20° C. for 30 minutes, and then all solids were removed by filtration. and the filtrate was concentrated in vacuo. The residue was subjected to c... Run at time 2 hour. RXN SMILES: [CH2:1]([O:8][C:9]1[CH:17]=[CH:16][C:12]([CH2:13][CH2:14]O)=[CH:11][CH:10]=1)[C:2]1[CH:7]=[CH:6][CH:5]=[CH:4][CH:3]=1.C1(P(C2C=CC=CC=2)C2C=CC=CC=2)C=CC=CC=1.C(Br)(Br)(Br)[Br:38]>ClCCl>[CH2:1]([O:8][C:9]1[CH:17]=[CH:16][C:12]([CH2:13][CH2:14][Br:38])=[CH:11][CH:10]=1)[C:2]1[CH:7]=[CH:6][CH:5]=[CH:4][CH:3]=1. The reactants are BrCCCCCCCCBr, O=C([O-])[O-], CCC(C)=O, [K+], [K+], c1ccc(-c2nn[nH]c2-c2ccccc2)cc1. The product is BrCCCCCCCCn1nc(-c2ccccc2)c(-c2ccccc2)n1. Reaction SMILES: [Br:18][CH2:19][CH2:20][CH2:21][CH2:22][CH2:23][CH2:24][CH2:25][CH2:26][Br:27].[C:28](=[O:29])([O-:30])[O-:31].[CH3:34][C:35](=[O:36])[CH2:37][CH3:38].[K+:32].[K+:33].[c:1]1(-[c:7]2[n:8][n:9][nH:10][c:11]2-[c:12]2[cH:13][cH:14][cH:15][cH:16][cH:17]2)[cH:2][cH:3][cH:4][cH:5][cH:6]1>>[c:1]1(-[c:7]2[n:8][n:9]([CH2:26][CH2:25][CH2:24][CH2:23][CH2:22][CH2:21][CH2:20][CH2:19][Br:18])[n:10][c:11]2-[c:12]2[cH:13][cH:14][cH:15][cH:16][cH:17]2)[cH:2][cH:3][cH:4][cH:5][cH:6]1. Starting materials: [Cr](=O)(=O)([O-])Cl.[NH+]1=CC=CC=C1 (pyridinium chlorochromate), C(C1=CC=CC=C1)OC1=C(C=C(C(C2=CC=C(C=C2)C(F)(F)F)O)C=C1)OC (4-(benzyloxy)-3-methoxy-4'-(trifluoromethyl)benzhydrol). Reaction conditions: time 2 hour. Product: COC=1C=C(C(=O)C2=CC=C(C=C2)C(F)(F)F)C=CC1 (3-methoxy-4'-(trifluoromethyl)benzophenone). As a reaction SMILES: [Cr](Cl)([O-])(=O)=O.[NH+]1C=CC=CC=1.C(O[C:20]1[CH:37]=[CH:36][C:23]([CH:24]([OH:35])[C:25]2[CH:30]=[CH:29][C:28]([C:31]([F:34])([F:33])[F:32])=[CH:27][CH:26]=2)=[CH:22][C:21]=1[O:38][CH3:39])C1C=CC=CC=1>>[CH3:39][O:38][C:21]1[CH:22]=[C:23]([CH:36]=[CH:37][CH:20]=1)[C:24]([C:25]1[CH:30]=[CH:29][C:28]([C:31]([F:32])([F:34])[F:33])=[CH:27][CH:26]=1)=[O:35] |f:0.1|. Reported procedure: 52.6 g of 4-(benzyloxy)-3-methoxy-4'-(trifluoromethyl)benzhydrol (dissolved in 500 ml of methylene chloride) are treated within 10 minutes at 20° with 30.6 g of pyridinium chlorochromate and stirred at 20° for 2 hours. The precipitate formed is subsequently filtered and washed with methylene chloride. The filtrate is evaporated and the residue is chromatographed on 150 g of silica gel with methylene chloride. After recrystallization from methylene chloride/hexane, there is obtained 4-benzyloxy)-... Reactants: C(C)P(O)(=O)C1=C(C=CC(=C1)OC1=C(C=C(C=C1)C(F)(F)F)Cl)[N+](=O)[O-] (P-ethyl-2-nitro-5-(2-chloro-4-trifluoromethylphenoxy)phenylphosphinic acid), S(=O)(Cl)Cl (thionyl chloride). The product is C(C)P(=O)(C1=C(C=CC(=C1)OC1=C(C=C(C=C1)C(F)(F)F)Cl)[N+](=O)[O-])Cl (P-ethyl-2-nitro-5-(2-chloro-4-trifluoromethylphenoxy)phenylphosphinic chloride). Reaction SMILES: [CH2:1]([P:3]([C:6]1[CH:11]=[C:10]([O:12][C:13]2[CH:18]=[CH:17][C:16]([C:19]([F:22])([F:21])[F:20])=[CH:15][C:14]=2[Cl:23])[CH:9]=[CH:8][C:7]=1[N+:24]([O-:26])=[O:25])(=O)[OH:4])[CH3:2].S(Cl)([Cl:29])=O>>[CH2:1]([P:3]([Cl:29])([C:6]1[CH:11]=[C:10]([O:12][C:13]2[CH:18]=[CH:17][C:16]([C:19]([F:22])([F:21])[F:20])=[CH:15][C:14]=2[Cl:23])[CH:9]=[CH:8][C:7]=1[N+:24]([O-:26])=[O:25])=[O:4])[CH3:2]. Procedure: A solution of P-ethyl-2-nitro-5-(2-chloro-4-trifluoromethylphenoxy)phenylphosphinic acid (500 mg, 1.22 mmol) and thionyl chloride (4 ml) is heated under reflux for about 1.5 hours. The reaction mixture is then concentrated to dryness to give P-ethyl-2-nitro-5-(2-chloro-4-trifluoromethylphenoxy)phenylphosphinic chloride. To a solution of the phosphinic chloride and methylene chloride (10 ml) is added slowly a solution of ethyl 2-hydroxyiminopropionate (320 mg, 2 eq.) and methylene chloride (5 ml)... Starting materials: CCO, [Na+], [OH-], CCOC(=O)C(C)Oc1ccccc1COc1cccc(OCc2ccc3ccccc3n2)c1. Product: CC(Oc1ccccc1COc1cccc(OCc2ccc3ccccc3n2)c1)C(=O)O. Reaction SMILES: [CH3:37][CH2:38][OH:39].[Na+:36].[OH-:35].[n:1]1[c:2]([CH2:11][O:12][c:13]2[cH:14][c:15]([O:16][CH2:17][c:18]3[c:19]([O:20][CH:21]([C:22](=[O:23])[O:24][CH2:25][CH3:26])[CH3:27])[cH:28][cH:29][cH:30][cH:31]3)[cH:32][cH:33][cH:34]2)[cH:3][cH:4][c:5]2[cH:6][cH:7][cH:8][cH:9][c:10]12>>[n:1]1[c:2]([CH2:11][O:12][c:13]2[cH:14][c:15]([O:16][CH2:17][c:18]3[c:19]([O:20][CH:21]([C:22](=[O:23])[OH:24])[CH3:27])[cH:28][cH:29][cH:30][cH:31]3)[cH:32][cH:33][cH:34]2)[cH:3][cH:4][c:5]2[cH:6][cH:7][cH:8][cH:9][c:10]12. The reactants are O1CCN(CC1)C(=O)N1CC=2N(C3=CC=CC=C13)C=NC2C(N)=S (4,5-dihydro-5-(morpholinocarbonyl)imidazo[1,5-a]quinoxaline-3-thiocarboxamide), C1(CC1)C(=O)CBr (1-bromomethyl cyclopropyl ketone). Solvent: C(C)O (ethanol). Run at time 1 day. Yields the product C1(CC1)C=1N=C(SC1)C=1N=CN2C1CN(C1=CC=CC=C21)C(=O)N2CCOCC2 (3-(4-cyclopropylthiazol-2-yl)-4,5-dihydro-5-(morpholinocarbonyl)-imidazo [1,5-a]quinoxaline). RXN SMILES: [O:1]1[CH2:6][CH2:5][N:4]([C:7]([N:9]2[C:18]3[C:13](=[CH:14][CH:15]=[CH:16][CH:17]=3)[N:12]3[CH:19]=[N:20][C:21]([C:22](=[S:24])[NH2:23])=[C:11]3[CH2:10]2)=[O:8])[CH2:3][CH2:2]1.[CH:25]1([C:28]([CH2:30]Br)=O)[CH2:27][CH2:26]1>C(O)C>[CH:25]1([C:28]2[N:23]=[C:22]([C:21]3[N:20]=[CH:19][N:12]4[C:13]5[C:18](=[CH:17][CH:16]=[CH:15][CH:14]=5)[N:9]([C:7]([N:4]5[CH2:3][CH2:2][O:1][CH2:6][CH2:5]5)=[O:8])[CH2:10][C:11]=34)[S:24][CH:30]=2)[CH2:27][CH2:26]1. Procedure: A mixture of 4,5-dihydro-5-(morpholinocarbonyl)imidazo[1,5-a]quinoxaline-3-thiocarboxamide (0.29 g) and 1-bromomethyl cyclopropyl ketone (0.165 g) in ethanol (10 ml) is stirred at 20°-25° for 1 day and then at 80° for 5.5 hr, after which it stirred at 20°-25° for an additional 20 hr. The mixture is then concentrated under reduced pressure and chromatographed on silica gel eluting with methanol/dichloromethane (2/98). The product fractions are combined and rechromatographed using ethyl acetate/di...